Dataset: the Open Reaction Database (ORD), a public repository of structured organic reaction records. Task: describe an organic reaction: reactants, conditions, products, and yield Starting materials: O (water), ClC=1C(=NC=C(C1)C(F)(F)F)CC(=O)C (1-[3-chloro-5-(trifluoromethyl)pyridin-2-yl]acetone), CI (methyl iodide), [OH-].[K+] (potassium hydroxide). Solvent: C(OC)COC (dimethoxyethane). Yields the product ClC=1C(=NC=C(C1)C(F)(F)F)C(C(C)=O)C (3-[3-chloro-5-(trifluoromethyl)pyridin-2-yl]butan-2-one). Yield: 9.9%. RXN SMILES: [Cl:1][C:2]1[C:3]([CH2:12][C:13]([CH3:15])=[O:14])=[N:4][CH:5]=[C:6]([C:8]([F:11])([F:10])[F:9])[CH:7]=1.[CH3:16]I.[OH-].[K+].O>C(COC)OC>[Cl:1][C:2]1[C:3]([CH:12]([CH3:16])[C:13](=[O:14])[CH3:15])=[N:4][CH:5]=[C:6]([C:8]([F:11])([F:9])[F:10])[CH:7]=1 |f:2.3|. Procedure: 6.00 g of 1-[3-chloro-5-(trifluoromethyl)pyridin-2-yl]acetone (Int-11) (27 mMol) (synthesis according to P10 and comm av.) and 5.75 g of methyl iodide (40.5 mMol) were diluted in 120 mL of dimethoxyethane. 3.03 g of potassium hydroxide were added portionwise at room temperature. After cooling, 100 mL of water were added to the reaction mixture which was extracted twice with 150 mL of ethyl acetate. The organic phase was washed twice with 100 mL of water, dried over magnesium sulfate and concentr... Starting materials: Cl.O=C1N(CCC1)C=1C=C(C(=O)O)C=C(C1)NC(C)C (3-(2-oxo-pyrrolidin-1-yl)-5-isopropylamino-benzoic acid hydrochloride), Cl.C(C1=CC=CC=C1)OC(NC[C@H]([C@H](CC1=CC=CC=C1)N)O)=O (((2R,3S)-3-amino-2-hydroxy-4-phenyl-butyl)-carbamic acid benzyl ester hydrochloride). The product is C(C1=CC=CC=C1)OC(NC[C@H]([C@H](CC1=CC=CC=C1)NC(=O)C1=CC(=CC(=C1)N1C(CCC1)=O)NC(C)C)O)=O ([(2R,3S)-3-({1-[3-Isopropylamino-5-(2-oxo-pyrrolidin-1-yl)-phenyl]-methanoyl}-amino)-2-hydroxy-4-phenyl-butyl]-carbamic acid benzyl ester). As a reaction SMILES: Cl.[O:2]=[C:3]1[CH2:7][CH2:6][CH2:5][N:4]1[C:8]1[CH:9]=[C:10]([CH:14]=[C:15]([NH:17][CH:18]([CH3:20])[CH3:19])[CH:16]=1)[C:11]([OH:13])=O.Cl.[CH2:22]([O:29][C:30](=[O:44])[NH:31][CH2:32][C@@H:33]([OH:43])[C@@H:34]([NH2:42])[CH2:35][C:36]1[CH:41]=[CH:40][CH:39]=[CH:38][CH:37]=1)[C:23]1[CH:28]=[CH:27][CH:26]=[CH:25][CH:24]=1>>[CH2:22]([O:29][C:30](=[O:44])[NH:31][CH2:32][C@@H:33]([OH:43])[C@@H:34]([NH:42][C:11]([C:10]1[CH:9]=[C:8]([N:4]2[CH2:5][CH2:6][CH2:7][C:3]2=[O:2])[CH:16]=[C:15]([NH:17][CH:18]([CH3:20])[CH3:19])[CH:14]=1)=[O:13])[CH2:35][C:36]1[CH:41]=[CH:40][CH:39]=[CH:38][CH:37]=1)[C:23]1[CH:24]=[CH:25][CH:26]=[CH:27][CH:28]=1 |f:0.1,2.3|. Procedure details: Description 107 was prepared in an analogous manner to Description 105 from 3-(2-oxo-pyrrolidin-1-yl)-5-isopropylamino-benzoic acid hydrochloride (A44) and ((2R,3S)-3-amino-2-hydroxy-4-phenyl-butyl)-carbamic acid benzyl ester (D104). Reactants: CC12CCC(C3(OC4=C(C31C)C=C(C=C4)C(=O)C=4C=C3C=CC(=CC3=CC4)C(=O)OC)C)C2 (methyl 6-[(1,2,3,4-tetrahydro-1,4a,9b-trimethyl-1,4-methanodibenzofuran-8-yl)carbonyl]-2-naphthoate), [BH4-].[Na+] (sodium borohydride). Solvent: CO.O1CCCC1 (methanol tetrahydrofuran). Conditions: time 5 hour. The product is CC12CCC(C3(OC4=C(C31C)C=C(C=C4)C(C=4C=C3C=CC(=CC3=CC4)C(=O)OC)O)C)C2 (methyl 6-[(1,2,3,4-tetrahydro-1,4a,9b-trimethyl-1,4-methanodibenzofuran-8-yl)hydroxymethyl]-2-naphthoate). The yield is 95.6%. Reaction SMILES: [CH3:1][C:2]12[CH2:33][CH:5]([C:6]3([CH3:32])[C:10]1([CH3:11])[C:9]1[CH:12]=[C:13]([C:16]([C:18]4[CH:19]=[C:20]5[C:25](=[CH:26][CH:27]=4)[CH:24]=[C:23]([C:28]([O:30][CH3:31])=[O:29])[CH:22]=[CH:21]5)=[O:17])[CH:14]=[CH:15][C:8]=1[O:7]3)[CH2:4][CH2:3]2.[BH4-].[Na+]>CO.O1CCCC1>[CH3:1][C:2]12[CH2:33][CH:5]([C:6]3([CH3:32])[C:10]1([CH3:11])[C:9]1[CH:12]=[C:13]([CH:16]([OH:17])[C:18]4[CH:19]=[C:20]5[C:25](=[CH:26][CH:27]=4)[CH:24]=[C:23]([C:28]([O:30][CH3:31])=[O:29])[CH:22]=[CH:21]5)[CH:14]=[CH:15][C:8]=1[O:7]3)[CH2:4][CH2:3]2 |f:1.2,3.4|. Reported procedure: 944 mg (2.14 mmol) of the ester obtained in Example 3, dissolved in 30 ml of a methanol/tetrahydrofuran (1/1) mixture, were treated with 81 mg of sodium borohydride. The reaction mixture was stirred for 5 hours at room temperature. Evaporation was carried out to dryness, the residue was taken up in ether and this phase was washed to neutral pH. After drying and evaporating, 905 mg (96%) of the expected compound, melting at 140°-141° C., were isolated. Reactants: CC1N(C2C(CC1(C(C2)C)C)(C(=O)OCC)C(=O)OCC)CC2=CC=CC=C2 (diethyl 3,4,8-trimethyl-2-(phenylmethyl)-2-azabicyclo[2.2.2]octane-6,6-dicarboxylate), [NH4+].[OH-] (NH4OH). Run in C(C)N(CC)CC (triethylamine). Conditions: temperature 160 celsius, time 24 hour. Yields the product CC1N(CCC(C1(CCC(=O)OCC)C)C)CC1=CC=CC=C1 (ethyl 2,3,4-trimethyl-1-(phenylmethyl)-3-piperidinepropanoate). Yield: 93.1%. As a reaction SMILES: [CH3:1][CH:2]1[C:7]2([CH3:11])[CH:8]([CH3:10])[CH2:9][CH:4]([C:5](C(OCC)=O)([C:12]([O:14][CH2:15][CH3:16])=[O:13])[CH2:6]2)[N:3]1[CH2:22][C:23]1[CH:28]=[CH:27][CH:26]=[CH:25][CH:24]=1.[NH4+].[OH-]>C(N(CC)CC)C>[CH3:1][CH:2]1[C:7]([CH3:11])([CH2:6][CH2:5][C:12]([O:14][CH2:15][CH3:16])=[O:13])[CH:8]([CH3:10])[CH2:9][CH2:4][N:3]1[CH2:22][C:23]1[CH:24]=[CH:25][CH:26]=[CH:27][CH:28]=1 |f:1.2|. Procedure: A mixture of diethyl 3,4,8-trimethyl-2-(phenylmethyl)-2-azabicyclo[2.2.2]octane-6,6-dicarboxylate (3.4 g, 8.8 mmol) formic acid (3 mL) and triethylamine (4 mL) was heated to 160° C. for 1.5 hours. The reaction mixture was cooled to room temperature and allowed to stand for 24 hours. The mixture was basified with concentrated NH4OH and the mixture was extracted with ether (3X). The organic layers were combined, dried over anhydrous MgSO4 and concentrated in vacuo to afford 2.6 g (93%) of ethyl 2,... Starting materials: CC=1C=C(C=CC1C)C1=CC=C(C=C1)C#N (3',4'-dimethyl[1,1'-biphenyl]-4-carbonitrile), [N-]=[N+]=[N-].[Na+] (sodium azide), [Cl-].[NH4+] (ammonium chloride). Run in CN(C)C=O (DMF). Run at temperature 125 celsius. Yields the product CC=1C=C(C=CC1C)C1=CC=C(C=C1)C1=NN=NN1 (5-(3',4'-Dimethyl[1,1'-biphenyl]-4-yl)-1H-tetrazole). Isolated yield 38.1%. RXN SMILES: [CH3:1][C:2]1[CH:3]=[C:4]([C:9]2[CH:14]=[CH:13][C:12]([C:15]#[N:16])=[CH:11][CH:10]=2)[CH:5]=[CH:6][C:7]=1[CH3:8].[N-:17]=[N+:18]=[N-:19].[Na+].[Cl-].[NH4+]>CN(C=O)C>[CH3:1][C:2]1[CH:3]=[C:4]([C:9]2[CH:14]=[CH:13][C:12]([C:15]3[NH:19][N:18]=[N:17][N:16]=3)=[CH:11][CH:10]=2)[CH:5]=[CH:6][C:7]=1[CH3:8] |f:1.2,3.4|. Reported procedure: A suspension of 10.0 g of 3',4'-dimethyl[1,1'-biphenyl]-4-carbonitrile, 3.45 g of sodium azide and 2.8 g of ammonium chloride in 300 mL of DMF was heated to a bath temperature of 125° C. for 20 hours. The reaction mixture was cooled, filtered, and evaporated and the residue was taken up in ethyl acetate and washed with water. The residue obtained after drying and evaporation was crystallized from ethyl acetate-dichloromethane to give 4.6 g of 5-(3',4'-Dimethyl[1,1'-biphenyl]-4-yl)-1H-tetrazole, ... The reactants are O(C1=CC=CC=C1)C(=O)OCCN(C)C (N-[2-((phenoxycarbonyl)oxy)ethyl]-N,N-dimethylamine), ClCC(=O)OC1=CC=CC=C1 (phenyl chloroacetate). The solvent is C(C)#N (acetonitrile). The product is [Cl-].O(C1=CC=CC=C1)C(=O)OCC[N+](C)(C)CC(=O)OC1=CC=CC=C1 (N-2-((Phenoxycarbonyl)oxy)ethyl-N-((phenoxycarbonyl)methyl)-N,N-dimethyl-ammonium Chloride). RXN SMILES: [O:1]([C:8]([O:10][CH2:11][CH2:12][N:13]([CH3:15])[CH3:14])=[O:9])[C:2]1[CH:7]=[CH:6][CH:5]=[CH:4][CH:3]=1.[Cl:16][CH2:17][C:18]([O:20][C:21]1[CH:26]=[CH:25][CH:24]=[CH:23][CH:22]=1)=[O:19]>C(#N)C>[Cl-:16].[O:1]([C:8]([O:10][CH2:11][CH2:12][N+:13]([CH2:17][C:18]([O:20][C:21]1[CH:26]=[CH:25][CH:24]=[CH:23][CH:22]=1)=[O:19])([CH3:15])[CH3:14])=[O:9])[C:2]1[CH:7]=[CH:6][CH:5]=[CH:4][CH:3]=1 |f:3.4|. Procedure: To a 250 ml three-necked round-bottomed flask fitted with a reflux condenser, magnetic stirrer, internal thermometer, addition funnel, and argon inlet are added N-[2-((phenoxycarbonyl)oxy)ethyl]-N,N-dimethylamine (25.00 g, 0.120 mol), acetonitrile (100 ml), and phenyl chloroacetate (20.38 g, 0.120 mol) over 5 min. After addition is complete, the mixture is heated to reflux for 3 h. The cooled mixture is triturated with ether (500 ml). A white solid, 23.15 g (51%) is isolated to give 9.